This data is from the Open Reaction Database (ORD), a public repository of structured organic reaction records. The task is: describe an organic reaction: reactants, conditions, products, and yield Starting materials: CCOCC (ether), C(C)(C)(C)OC(=O)N[C@@H](C(C)C)C(=O)N[C@H](CCC(=O)OCC1=CC=CC=C1)C(N)=O (benzyl t-butyloxycarbonyl-L-valyl-D-isoglutaminate), saturated solution, Cl (hydrogen chloride). Solvent: C(C)(=O)OCC (ethyl acetate). Conditions: time 20 minute. Yields the product Cl.N[C@@H](C(C)C)C(=O)N[C@H](CCC(=O)OCC1=CC=CC=C1)C(N)=O (benzyl L-valyl-D-isoglutaminate hydrochloride). As a reaction SMILES: C(OC([NH:8][C@H:9]([C:13]([NH:15][C@@H:16]([C:29](=[O:31])[NH2:30])[CH2:17][CH2:18][C:19]([O:21][CH2:22][C:23]1[CH:28]=[CH:27][CH:26]=[CH:25][CH:24]=1)=[O:20])=[O:14])[CH:10]([CH3:12])[CH3:11])=O)(C)(C)C.[ClH:32].CCOCC>C(OCC)(=O)C>[ClH:32].[NH2:8][C@H:9]([C:13]([NH:15][C@@H:16]([C:29](=[O:31])[NH2:30])[CH2:17][CH2:18][C:19]([O:21][CH2:22][C:23]1[CH:24]=[CH:25][CH:26]=[CH:27][CH:28]=1)=[O:20])=[O:14])[CH:10]([CH3:12])[CH3:11] |f:4.5|. Reported procedure: To 0.44 g of benzyl t-butyloxycarbonyl-L-valyl-D-isoglutaminate (7, n = 2, X1 = L-valyl) at 22° C there is added 5 ml of a saturated solution of hydrogen chloride in ethyl acetate. After 20 minutes, 40 ml of ether is added and the precipitated salt is collected by centrifugation and carefully dried in vacuo to give benzyl L-valyl-D-isoglutaminate hydrochloride (10, n = 2, X1 = L-valyl). The reactants are BrCCC1=CC=C(C=C1)Cl (1-(2-bromoethyl)-4-chlorobenzene), N(N)C1=CC=C(C(=O)OC)C=C1 (methyl 4-hydrazinobenzoate), CN1CCC(CC1)=O (N-methyl-4-piperidone). Run in C(C)N(CC)CC (triethylamine). The product is ClC1=CC=C(CCC2N(CCC=3NC=4C=CC(=CC4C32)C(=O)O)C)C=C1 (4-chlorophenethyl-2,3,4,5-tetrahydro-2-methyl-1H-pyrido[4,3-b]indole-8-carboxylic acid). Reaction SMILES: Br[CH2:2][CH2:3][C:4]1[CH:9]=[CH:8][C:7]([Cl:10])=[CH:6][CH:5]=1.[NH:11]([C:13]1[CH:22]=[CH:21][C:16]([C:17]([O:19]C)=[O:18])=[CH:15][CH:14]=1)N.[CH3:23][N:24]1[CH2:29][CH2:28][C:27](=O)[CH2:26][CH2:25]1>C(N(CC)CC)C>[Cl:10][C:7]1[CH:8]=[CH:9][C:4]([CH2:3][CH2:2][CH:25]2[C:26]3[C:14]4[CH:15]=[C:16]([C:17]([OH:19])=[O:18])[CH:21]=[CH:22][C:13]=4[NH:11][C:27]=3[CH2:28][CH2:29][N:24]2[CH3:23])=[CH:5][CH:6]=1. Procedure details: The title compound is prepared by following Method 8 by using 1-(2-bromoethyl)-4-chlorobenzene, methyl 4-hydrazinobenzoate, triethylamine and N-methyl-4-piperidone